Dataset: the Open Reaction Database (ORD), a public repository of structured organic reaction records. Task: describe an organic reaction: reactants, conditions, products, and yield Conditions: temperature 50 celsius, time 18 hour. Yields the product O=C(C=1C=C(N(C1CC(F)(F)F)C)CC(F)(F)F)C, O=C(C=1C=CN(C1CC(F)(F)F)C)C. Yield: 24.0%. The reactants are O=C(C=1C=CN(C1)C)C, [Zn].O=S(O)CC(F)(F)F. Reagents/catalysts: OOC(C)(C)C. Run in O, O=S(C)C. Starting materials: N#CCBr, CS(C)=O, CC(C)(C)[O-], CCOC(C)=O, [K+], COC(=O)c1sc2ccc(OC)cc2c1O. Yields the product COC(=O)c1sc2ccc(OC)cc2c1OCC#N. RXN SMILES: [Br:27][CH2:28][C:29]#[N:30].[CH3:17][S:18]([CH3:19])=[O:20].[CH3:21][C:22]([CH3:23])([O-:24])[CH3:25].[CH3:31][CH2:32][O:33][C:34](=[O:35])[CH3:36].[K+:26].[OH:1][c:2]1[c:3]2[c:4]([s:5][c:6]1[C:7](=[O:8])[O:9][CH3:10])[cH:11][cH:12][c:13]([O:15][CH3:16])[cH:14]2>>[O:1]([c:2]1[c:3]2[c:4]([s:5][c:6]1[C:7](=[O:8])[O:9][CH3:10])[cH:11][cH:12][c:13]([O:15][CH3:16])[cH:14]2)[CH2:28][C:29]#[N:30]. Starting materials: BrCC1=CC(=CC=C1)[N+](=O)[O-] (1-(bromomethyl)-3-nitrobenzene), Cl (HCl). The reagents and catalysts are [Fe] (iron). The solvent is CCO (EtOH). Conditions: temperature 85 celsius, time 2 hour. Yields the product BrCC=1C=C(N)C=CC1 (3-(bromomethyl)aniline). The yield is 89.6%. Reaction SMILES: [Br:1][CH2:2][C:3]1[CH:8]=[CH:7][CH:6]=[C:5]([N+:9]([O-])=O)[CH:4]=1.Cl>CCO.[Fe]>[Br:1][CH2:2][C:3]1[CH:4]=[C:5]([CH:6]=[CH:7][CH:8]=1)[NH2:9]. Procedure: To a stirred suspension of 1-(bromomethyl)-3-nitrobenzene (40 g; 0.18 mol) and iron powder (31 g; 0.55 mol) in EtOH (1000 mL) was added concentrated HCl (33.8 g, 0.93 mol) at r.t. The mixture was stirred at 85° C. for 2 hrs, cooling to r.t. and filtered. The filtrate was evaporated and the residue was solved in EtOAc and washed with brine, dried (Na2SO4) and concentrated to give the 3-(bromomethyl)aniline (30 g, 87% yield) as a yellow solid. 1H NMR: (400 MHz, MeOD) δ 7.59-7.56 (m, 1H), 7.54 (t, ...